Dataset: the Open Reaction Database (ORD), a public repository of structured organic reaction records. Task: describe an organic reaction: reactants, conditions, products, and yield Reactants: O=C(O)CCc1c[nH]c2ccc(OCc3ccccc3)cc12, CC(C)N=C=NC(C)C, Cl, NCC1COc2ccccc2O1, CN(C)C=O, O, On1nnc2ccccc21. Yields the product c1ccc(COc2ccc3[nH]cc(CCCNCC4COc5ccccc5O4)c3c2)cc1. Reaction SMILES: [CH2:1]([c:2]1[cH:3][cH:4][cH:5][cH:6][cH:7]1)[O:8][c:9]1[cH:10][c:11]2[c:12]([CH2:18][CH2:19][C:20]([OH:21])=[O:22])[cH:13][nH:14][c:15]2[cH:16][cH:17]1.[CH3:34][CH:35]([N:36]=[C:37]=[N:38][CH:39]([CH3:40])[CH3:41])[CH3:42].[ClH:43].[O:44]1[CH:45]([CH2:54][NH2:55])[CH2:46][O:47][c:48]2[c:49]1[cH:50][cH:51][cH:52][cH:53]2.[O:56]=[CH:57][N:58]([CH3:59])[CH3:60].[OH2:23].[OH:24][n:25]1[c:26]2[cH:27][cH:28][cH:29][cH:30][c:31]2[n:32][n:33]1>>[CH2:1]([c:2]1[cH:3][cH:4][cH:5][cH:6][cH:7]1)[O:8][c:9]1[cH:10][c:11]2[c:12]([CH2:18][CH2:19][CH2:20][NH:55][CH2:54][CH:45]3[O:44][c:49]4[c:48]([cH:53][cH:52][cH:51][cH:50]4)[O:47][CH2:46]3)[cH:13][nH:14][c:15]2[cH:16][cH:17]1. Starting materials: O=C([O-])[O-], CC(C)=O, O=C1C2=C(CCCC2)C(=O)N1c1cc(CBr)c(Cl)cc1F, [K+], [K+], Oc1ccccc1. Product: O=C1C2=C(CCCC2)C(=O)N1c1cc(COc2ccccc2)c(Cl)cc1F. RXN SMILES: [C:22](=[O:23])([O-:24])[O-:25].[CH3:35][C:36](=[O:37])[CH3:38].[Cl:1][c:2]1[cH:3][c:4]([F:21])[c:5]([N:10]2[C:11](=[O:20])[C:12]3=[C:13]([C:14]2=[O:15])[CH2:16][CH2:17][CH2:18][CH2:19]3)[cH:6][c:7]1[CH2:8][Br:9].[K+:26].[K+:27].[OH:28][c:29]1[cH:30][cH:31][cH:32][cH:33][cH:34]1>>[Cl:1][c:2]1[cH:3][c:4]([F:21])[c:5]([N:10]2[C:11](=[O:20])[C:12]3=[C:13]([C:14]2=[O:15])[CH2:16][CH2:17][CH2:18][CH2:19]3)[cH:6][c:7]1[CH2:8][O:28][c:29]1[cH:30][cH:31][cH:32][cH:33][cH:34]1. Starting materials: [BH4-], C1CCOC1, NC(Cc1ccccc1)C(=O)O, [Na+], [Na+], [OH-], O=S(=O)(O)O. The product is NC(CO)Cc1ccccc1. Reaction SMILES: [BH4-:13].[CH2:22]1[O:23][CH2:24][CH2:25][CH2:26]1.[NH2:1][CH:2]([CH2:3][c:4]1[cH:5][cH:6][cH:7][cH:8][cH:9]1)[C:10](=[O:11])[OH:12].[Na+:14].[Na+:21].[OH-:20].[S:15](=[O:16])(=[O:17])([OH:18])[OH:19]>>[NH2:1][CH:2]([CH2:3][c:4]1[cH:5][cH:6][cH:7][cH:8][cH:9]1)[CH2:10][OH:11]. Starting materials: BrC1=C2C=CNC2=CC=C1 (4-bromo-1H-indole), [H-].[Na+] (sodium hydride), C(C1=CC=CC=C1)Br (benzyl bromide). Run in CN(C)C=O (DMF). Product: C(C1=CC=CC=C1)N1C=CC2=C(C=CC=C12)Br (1-Benzyl-4-bromo-1H-indole), oil. Yield: 70.0%. As a reaction SMILES: [Br:1][C:2]1[CH:10]=[CH:9][CH:8]=[C:7]2[C:3]=1[CH:4]=[CH:5][NH:6]2.[H-].[Na+].[CH2:13](Br)[C:14]1[CH:19]=[CH:18][CH:17]=[CH:16][CH:15]=1>CN(C=O)C>[CH2:13]([N:6]1[C:7]2[C:3](=[C:2]([Br:1])[CH:10]=[CH:9][CH:8]=2)[CH:4]=[CH:5]1)[C:14]1[CH:19]=[CH:18][CH:17]=[CH:16][CH:15]=1 |f:1.2|. Procedure details: 1-Benzyl-4-bromo-1H-indole was prepared from 4-bromo-1H-indole (1.58 g, 8.06 mmol), sodium hydride (0.680 g of 60% dispersion in oil, 17.0 mmol), and benzyl bromide (2.0 mL, 17 mmol) in DMF (15 mL) according to the procedure described in Step 1 of Example 5. Purification by flash chromatography (Biotage apparatus) using hexane as an eluant yielded a light yellow oil (1.61 g, 70%). 1HNMR (300 MHz, DMSO-d6): δ 7.65 (d, 1H, J=3.8 Hz), 7.5 (d, 1H, J=7.7 Hz), 7.15-7.35 (m, 6H), 7.05 (t, 1H, J=7.7 Hz)... The reactants are CN(C(OC(C)(C)C)=O)C1(CC1)CCC=1C=NC=CC1 (tert-Butyl methyl{1-[2-(3-pyridyl)ethyl]cyclopropyl}carbamate), Cl (hydrochloric acid), CCOCC (ether). The solvent is O1CCOCC1 (dioxane), O1CCOCC1 (dioxane). Reaction conditions: time 4 hour. Yields the product Cl.Cl.CNC1(CC1)CCC=1C=NC=CC1 (N-Methyl-1-[2-(3-pyridyl)ethyl]cyclopropanamine dihydrochloride). RXN SMILES: [ClH:1].[CH3:2][N:3]([C:11]1([CH2:14][CH2:15][C:16]2[CH:17]=[N:18][CH:19]=[CH:20][CH:21]=2)[CH2:13][CH2:12]1)C(=O)OC(C)(C)C.CCOCC>O1CCOCC1>[ClH:1].[ClH:1].[CH3:2][NH:3][C:11]1([CH2:14][CH2:15][C:16]2[CH:17]=[N:18][CH:19]=[CH:20][CH:21]=2)[CH2:13][CH2:12]1 |f:4.5.6|. Reported procedure: 20 ml of 4N hydrochloric acid in dioxane are added to a mixture containing 4.4 g of the product obtained in Step 2 in 20 ml of dioxane. Stirring is carried out for 4 hours at 20° C. and then 20 ml of ether are added. Crystallisation is observed. The crystals are filtered off, washed with ether and dried at 50° C. and 0.5 torr, allowing the expected product to be obtained. The reactants are CC(=O)c1cc(Br)ccc1O, C1CCNC1, CO, O=C1CCOCC1. Product: O=C1CC2(CCOCC2)Oc2ccc(Br)cc21. RXN SMILES: [Br:1][c:2]1[cH:3][cH:4][c:5]([OH:11])[c:6]([C:8]([CH3:9])=[O:10])[cH:7]1.[CH2:19]1[CH2:20][NH:21][CH2:22][CH2:23]1.[CH3:24][OH:25].[O:12]1[CH2:13][CH2:14][C:15](=[O:18])[CH2:16][CH2:17]1>>[Br:1][c:2]1[cH:3][cH:4][c:5]2[c:6]([cH:7]1)[C:8](=[O:10])[CH2:9][C:15]1([O:11]2)[CH2:14][CH2:13][O:12][CH2:17][CH2:16]1. The reactants are O=S1(=O)CCCN1c1ccc(Br)cc1, CC(C)(C)P(C(C)(C)C)C(C)(C)C, Cn1c(C#N)ccc1B(O)O, CCOC(C)=O, [F-], [K+], O=C(C=Cc1ccccc1)C=Cc1ccccc1, O=C(C=Cc1ccccc1)C=Cc1ccccc1, O=C(C=Cc1ccccc1)C=Cc1ccccc1, [Pd], [Pd]. Product: Cn1c(C#N)ccc1-c1ccc(N2CCCS2(=O)=O)cc1. Reaction SMILES: [Br:1][c:2]1[cH:3][cH:4][c:5]([N:8]2[S:9](=[O:13])(=[O:14])[CH2:10][CH2:11][CH2:12]2)[cH:6][cH:7]1.[C:28]([P:29]([C:30]([CH3:31])([CH3:32])[CH3:33])[C:34]([CH3:35])([CH3:36])[CH3:37])([CH3:38])([CH3:39])[CH3:40].[CH3:15][n:16]1[c:17]([B:23]([OH:24])[OH:25])[cH:18][cH:19][c:20]1[C:21]#[N:22].[CH3:41][CH2:42][O:43][C:44]([CH3:45])=[O:46].[F-:26].[K+:27].[O:49]=[C:50]([CH:51]=[CH:52][c:53]1[cH:54][cH:55][cH:56][cH:57][cH:58]1)[CH:59]=[CH:60][c:61]1[cH:62][cH:63][cH:64][cH:65][cH:66]1.[O:67]=[C:68]([CH:69]=[CH:70][c:71]1[cH:72][cH:73][cH:74][cH:75][cH:76]1)[CH:77]=[CH:78][c:79]1[cH:80][cH:81][cH:82][cH:83][cH:84]1.[O:85]=[C:86]([CH:87]=[CH:88][c:89]1[cH:90][cH:91][cH:92][cH:93][cH:94]1)[CH:95]=[CH:96][c:97]1[cH:98][cH:99][cH:100][cH:101][cH:102]1.[Pd:47].[Pd:48]>>[c:2]1(-[c:17]2[n:16]([CH3:15])[c:20]([C:21]#[N:22])[cH:19][cH:18]2)[cH:3][cH:4][c:5]([N:8]2[S:9](=[O:13])(=[O:14])[CH2:10][CH2:11][CH2:12]2)[cH:6][cH:7]1.